This data is from the Open Reaction Database (ORD), a public repository of structured organic reaction records. The task is: describe an organic reaction: reactants, conditions, products, and yield Starting materials: O=C1CCN(CC1)C1=CC=C(C=C1)NS(=O)(=O)C1=CC=C(C=C1)NC(C)=O (N-{4-[4-(4-Oxo-piperidin-1-yl)-phenylsulfamoyl]-phenyl}-acetamide), C1=CC(=C(C=C1[C@@H](CN)O)O)O (L-norepinephrine). The product is OC=1C=C(C=CC1O)[C@H](CNC1CCN(CC1)C1=CC=C(NS(=O)(=O)C2=CC=C(C=C2)NC(C)=O)C=C1)O (N-(4-{[4-(4-{[(2R)-2-(3,4-Dihydroxyphenyl)-2-hydroxyethyl]amino}-1-piperidinyl)anilino]sulfonyl}phenyl)acetamide). As a reaction SMILES: O=[C:2]1[CH2:7][CH2:6][N:5]([C:8]2[CH:13]=[CH:12][C:11]([NH:14][S:15]([C:18]3[CH:23]=[CH:22][C:21]([NH:24][C:25](=[O:27])[CH3:26])=[CH:20][CH:19]=3)(=[O:17])=[O:16])=[CH:10][CH:9]=2)[CH2:4][CH2:3]1.[CH:28]1[C:33]([C@H:34]([OH:37])[CH2:35][NH2:36])=[CH:32][C:31]([OH:38])=[C:30]([OH:39])[CH:29]=1>>[OH:38][C:31]1[CH:32]=[C:33]([C@@H:34]([OH:37])[CH2:35][NH:36][CH:2]2[CH2:3][CH2:4][N:5]([C:8]3[CH:9]=[CH:10][C:11]([NH:14][S:15]([C:18]4[CH:19]=[CH:20][C:21]([NH:24][C:25](=[O:27])[CH3:26])=[CH:22][CH:23]=4)(=[O:16])=[O:17])=[CH:12][CH:13]=3)[CH2:6][CH2:7]2)[CH:28]=[CH:29][C:30]=1[OH:39]. Reported procedure: The title compound was prepared from N-{4-[4-(4-oxo-piperidin-1-yl)-phenylsulfamoyl]-phenyl}-acetamide (which was obtained in Example 216) and L-norepinephrine according to the procedure of Example 255 as a grey solid; 1H NMR (300 MHz, DMSO-d6) δ 1.50–1.72 (m, 2 H), 1.95–2.10 (m, 2 H), 2.06 (s, 3 H), 2.50–3.20 (m, 5 H), 3.55–3.70 (m, 2 H), 4.05–4.20 (brs, 1), 4.60–4.75 (m, 1 H), 5.75–5.90 (brs, 1 H), 6.60–6.90 (m, 7 H), 7.59 (d, J=9.0 Hz, 2 H), 7.70 (d, J=9.0 Hz, 2 H), 8.93 (brs, 1 H), 10.42 (s,... Starting materials: C(C)C1=C2C=CC(NC2=CC(=N1)CC)=O (5,7-diethyl-1,6-naphthyridin-2(1H)-one), BrC1=C(OC2=C1C=C(C=C2)CBr)C2=C(C=CC=C2)C=2N=NN(N2)C(C2=CC=CC=C2)(C2=CC=CC=C2)C2=CC=CC=C2 (5-[2-(3-bromo-5-(bromomethyl)benzofuran-2-yl)phenyl]-2-triphenylmethyl-2H-tetrazole), CC(C)([O-])C.[K+] (potassium t-butoxide), O1CCOCCOCCOCCOCCOCC1 (1,4,7,10,13,16-hexaoxacyclooctadecane), [Cl-].[Na+] (sodium chloride). The solvent is O1CCCC1 (tetrahydrofuran). Conditions: time 18 hour. Yields the product BrC1=C(OC2=C1C=C(C=C2)COC2=CC(=NC=1CCCCC21)CC)C2=C(C=CC=C2)C=2N=NN(N2)C(C2=CC=CC=C2)(C2=CC=CC=C2)C2=CC=CC=C2 (4-[(3-bromo-2-(2-(2-triphenylmethyl-2H-tetrazol-5-yl)phenyl)benzofuran-5-yl)methoxy]-2-ethyl-5,6,7,8-tetrahydroquinoline). Isolated yield 57.6%. RXN SMILES: [CH2:1]([C:3]1[N:12]=[C:11]([CH2:13][CH3:14])[CH:10]=[C:9]2[C:4]=1[CH:5]=[CH:6][C:7](=O)N2)C.[Br:16][C:17]1[C:21]2[CH:22]=[C:23]([CH2:26]Br)[CH:24]=[CH:25][C:20]=2[O:19][C:18]=1[C:28]1[CH:33]=[CH:32][CH:31]=[CH:30][C:29]=1[C:34]1[N:35]=[N:36][N:37]([C:39]([C:52]2[CH:57]=[CH:56][CH:55]=[CH:54][CH:53]=2)([C:46]2[CH:51]=[CH:50][CH:49]=[CH:48][CH:47]=2)[C:40]2[CH:45]=[CH:44][CH:43]=[CH:42][CH:41]=2)[N:38]=1.CC(C)([O-:61])C.[K+].O1CCOCCOCCOCCOCCOCC1.[Cl-].[Na+]>O1CCCC1>[Br:16][C:17]1[C:21]2[CH:22]=[C:23]([CH2:26][O:61][C:9]3[C:4]4[CH2:5][CH2:6][CH2:7][CH2:1][C:3]=4[N:12]=[C:11]([CH2:13][CH3:14])[CH:10]=3)[CH:24]=[CH:25][C:20]=2[O:19][C:18]=1[C:28]1[CH:33]=[CH:32][CH:31]=[CH:30][C:29]=1[C:34]1[N:35]=[N:36][N:37]([C:39]([C:52]2[CH:57]=[CH:56][CH:55]=[CH:54][CH:53]=2)([C:46]2[CH:47]=[CH:48][CH:49]=[CH:50][CH:51]=2)[C:40]2[CH:45]=[CH:44][CH:43]=[CH:42][CH:41]=2)[N:38]=1 |f:2.3,5.6|. Reported procedure: A mixture of 5,7-diethyl-1,6-naphthyridin-2(1H)-one (291 mg), 5-[2-(3-bromo-5-(bromomethyl)benzofuran-2-yl)phenyl]-2-triphenylmethyl-2H-tetrazole (1.30 g), potassium t-butoxide (168 mg) and 1,4,7,10,13,16-hexaoxacyclooctadecane (40 mg) in dry tetrahydrofuran (15 ml) was stirred under an atmosphere of argon for 18 hours. Saturated sodium chloride solution (25 ml) was added and the mixture was extracted with ether (2×25 ml). The extracts were dried (MgSO4) and concentrated by evaporation. The resi... Reactants: N1=CC=CC=2C3=CC=CC=C3C=CC12 (1-azaphenanthrene), O=I(=O)OI(=O)=O (iodine pentoxide), C(C)(=O)O (acetic acid). The product is N1=CC=CC2=C3C(C(C=CC3=CC=C12)=O)=O (1-azaphenanthren-5,6-dione). Procedure: Following the procedure described in Example 608, Part A, 37.5 g (0.153 mole) of commercial 1-azaphenanthrene, 55 g (0.165 mole) of iodine pentoxide in 600 ml glacial acetic acid were refluxed 2 hours. Identical workup yielded 8.4 g, m.p. 215°-16°. Reaction SMILES: [N:1]1[C:14]2[CH:13]=[CH:12][C:11]3[C:6](=[CH:7]C=C[CH:10]=3)[C:5]=2[CH:4]=[CH:3][CH:2]=1.[O:15]=I(OI(=O)=O)=O.[C:22]([OH:25])(=O)[CH3:23]>>[N:1]1[C:14]2[C:5](=[C:6]3[C:11](=[CH:12][CH:13]=2)[CH:10]=[CH:23][C:22](=[O:25])[C:7]3=[O:15])[CH:4]=[CH:3][CH:2]=1. The reactants are CN(C)C(=O)Cl, CO, ClCCl, ClCCCl, C1CCC2=NCCCN2CC1, Oc1ccc2c(NCCN3CCOCC3)noc2c1. Yields the product CN(C)C(=O)Oc1ccc2c(NCCN3CCOCC3)noc2c1. As a reaction SMILES: [CH3:31][N:32]([C:33](=[O:34])[Cl:35])[CH3:36].[CH3:37][OH:38].[Cl:39][CH2:40][Cl:41].[Cl:42][CH2:43][CH2:44][Cl:45].[N:20]12[CH2:21][CH2:22][CH2:23][N:24]=[C:25]1[CH2:26][CH2:27][CH2:28][CH2:29][CH2:30]2.[O:1]1[CH2:2][CH2:3][N:4]([CH2:7][CH2:8][NH:9][c:10]2[n:11][o:12][c:13]3[c:14]2[cH:15][cH:16][c:17]([OH:19])[cH:18]3)[CH2:5][CH2:6]1>>[O:1]1[CH2:2][CH2:3][N:4]([CH2:7][CH2:8][NH:9][c:10]2[n:11][o:12][c:13]3[c:14]2[cH:15][cH:16][c:17]([O:19][C:33]([N:32]([CH3:31])[CH3:36])=[O:34])[cH:18]3)[CH2:5][CH2:6]1. Starting materials: C(C)(=O)O[C@@H]1[C@H]([C@H](O[C@@H]([C@@H]1OC(C)=O)COC(C)=O)I)N=[N+]=[N-] (3,4,6-tri-O-acetyl-2-azido-2-deoxy-α-D-galactopyranosyl iodide), 3,4,6-tri-O-acetyl-2-azido-2-deoxy-α- and β-D-galactopyranosyl nitrates, C(C)(=O)O[C@@H]1[C@H]([C@H](O[C@@H]([C@@H]1OC(C)=O)COC(C)=O)I)N=[N+]=[N-] (3,4,6-tri-O-acetyl-2-azido-2-deoxy-α-D-galactopyranosyl iodide), [I-].[Li+] (lithium iodide), ice, [Cl-].[Li+] (lithium chloride), ice, S(=S)(=O)([O-])[O-].[Na+].[Na+] (sodium thiosulfate). Reagents/catalysts: [Cl-].C(C)[N+](CC)(CC)CC (tetraethylammonium chloride). Run in C(C)OCC (ethyl ether), C(C)#N (acetonitrile), C(C)#N (acetonitrile). Run at time 16 minute. Yields the product C(C)(=O)O[C@@H]1[C@H]([C@@H](O[C@@H]([C@@H]1OC(C)=O)COC(C)=O)Cl)N=[N+]=[N-] (3,4,6-tri-O-acetyl-2-azido-2-deoxy-β-D-galactopyranosyl chloride). Isolated yield 50.0%. As a reaction SMILES: [I-].[Li+].S([O-])([O-])(=O)=S.[Na+].[Na+].[C:10]([O:13][C@H:14]1[C@@H:19]([O:20][C:21](=[O:23])[CH3:22])[C@@H:18]([CH2:24][O:25][C:26](=[O:28])[CH3:27])[O:17][C@H:16](I)[C@@H:15]1[N:30]=[N+:31]=[N-:32])(=[O:12])[CH3:11].[Cl-:33].[Li+]>C(#N)C.[Cl-].C([N+](CC)(CC)CC)C.C(OCC)C>[C:10]([O:13][C@H:14]1[C@@H:19]([O:20][C:21](=[O:23])[CH3:22])[C@@H:18]([CH2:24][O:25][C:26](=[O:28])[CH3:27])[O:17][C@@H:16]([Cl:33])[C@@H:15]1[N:30]=[N+:31]=[N-:32])(=[O:12])[CH3:11] |f:0.1,2.3.4,6.7,9.10|. Reported procedure: The mixture of 3,4,6-tri-O-acetyl-2-azido-2-deoxy-α- and β-D-galactopyranosyl nitrates (II and III) (0.781 g, 2.09 mmole) prepared as described in either Example I or Example II was added to a suspension of anhydrous lithium iodide (1.86 g, 14 mmole) in anhydrous acetonitrile (3 ml). This mixture was stirred in the dark at room temperature for 15-17 minutes and then poured into an ice cold 1% aqueous solution of sodium thiosulfate. A dichloromethane (10 ml) extract was dried over sodium sulfate,... Starting materials: OO (hydrogen peroxide), secondary phosphine oxide, O=P1CCCC2=CC=CC=C12 (1-oxo-1,2,3,4-tetrahydrophosphinoline). Product: 25g, OP1(CCCC2=CC=CC=C12)=O (1-hydroxy-1-oxo-1,2,3,4-tetrahydrophosphinoline). RXN SMILES: [O:1]=[PH:2]1[C:11]2[C:6](=[CH:7][CH:8]=[CH:9][CH:10]=2)[CH2:5][CH2:4][CH2:3]1.[OH:12]O>>[OH:1][P:2]1(=[O:12])[C:11]2[C:6](=[CH:7][CH:8]=[CH:9][CH:10]=2)[CH2:5][CH2:4][CH2:3]1. Procedure details: Evaporation of the original chloroform extract, gave colourless crystals (28g). The n.m.r. spectrum of this material indicated the presence of some of the secondary phosphine oxide, 1-oxo-1,2,3,4-tetrahydrophosphinoline. This mixture was again treated with alkaline hydrogen peroxide, and a similar work-up gave a further 25g of crystalline 1-hydroxy-1-oxo-1,2,3,4-tetrahydrophosphinoline, m.p. 142°-4°.